The task is: describe an organic reaction: reactants, conditions, products, and yield. This data is from the Open Reaction Database (ORD), a public repository of structured organic reaction records. Reactants: C1(CC1)NC(=O)C1=CC=CC=2SC(=CC21)C2=NC(=NC=C2C)NCCCN2[C@H](CNCC2)C ((S)-2{5-methyl-2-[3-(2-methylpiperazin-1-yl)-propylamino]-pyrimidin-4-yl}-benzo[b]thiophene-4-carboxylic acid cyclopropylamide), Cl.Cl.ClC=1C(=NC(=NC1)NCCC1CCN(CC1)C)C1=CC2=C(S1)C=CC=C2C(=O)N (2-{5-chloro-2-[2-(1-methylpiperidin-4-yl)-ethylamino]-pyrimidin-4-yl}-benzo[b]thiophene-4-carboxylic acid amide di-hydrochloride). The product is Cl.Cl.Cl.C1(CC1)NC(=O)C1=CC=CC=2SC(=CC21)C2=NC(=NC=C2C)NCCCN2[C@H](CN(CC2)C)C ((S)-2-{2-[3-(2,4-Dimethylpiperazin-1-yl)-propylamino]-5-methylpyrimidin-4-yl}-benzo[b]thiophene-4-carboxylic acid cyclopropylamide tri-hydrochloride). RXN SMILES: [ClH:1].Cl.[Cl:3][C:4]1C(C2SC3C=CC=C(C(N)=O)C=3C=2)=NC(NCCC2CCN(C)CC2)=NC=1.[CH:32]1([NH:35][C:36]([C:38]2[C:46]3[CH:45]=[C:44]([C:47]4[C:52]([CH3:53])=[CH:51][N:50]=[C:49]([NH:54][CH2:55][CH2:56][CH2:57][N:58]5[CH2:63][CH2:62][NH:61][CH2:60][C@@H:59]5[CH3:64])[N:48]=4)[S:43][C:42]=3[CH:41]=[CH:40][CH:39]=2)=[O:37])[CH2:34][CH2:33]1>>[ClH:3].[ClH:1].[ClH:3].[CH:32]1([NH:35][C:36]([C:38]2[C:46]3[CH:45]=[C:44]([C:47]4[C:52]([CH3:53])=[CH:51][N:50]=[C:49]([NH:54][CH2:55][CH2:56][CH2:57][N:58]5[CH2:63][CH2:62][N:61]([CH3:4])[CH2:60][C@@H:59]5[CH3:64])[N:48]=4)[S:43][C:42]=3[CH:41]=[CH:40][CH:39]=2)=[O:37])[CH2:33][CH2:34]1 |f:0.1.2,4.5.6.7|. Procedure details: Using the method of 2-{5-chloro-2-[2-(1-methylpiperidin-4-yl)-ethylamino]-pyrimidin-4-yl}-benzo[b]thiophene-4-carboxylic acid amide di-hydrochloride, the title compound is synthesized from (S)-2{5-methyl-2-[3-(2-methylpiperazin-1-yl)-propylamino]-pyrimidin-4-yl}-benzo[b]thiophene-4-carboxylic acid cyclopropylamide and isolated as a yellow solid. ES+(m/z) 479 [M(free base)+H]. The reactants are O1CCOC12CCC1(C(NCC1)=O)CC2 (1,4-Dioxa-10-aza-dispiro[4.2.4.2]tetradecan-9-one), BrC1=CC=C(C=C1)S(=O)(=O)CC (1-bromo-4-ethylsulfonylbenzene). Product: C(C)S(=O)(=O)C1=CC=C(C=C1)N1C(C2(CCC3(OCCO3)CC2)CC1)=O (10-(4-Ethanesulfonyl-phenyl)-1,4-dioxa-10-aza-dispiro[4.2.4.2]tetradecan-9-one). As a reaction SMILES: [O:1]1[C:5]2([CH2:15][CH2:14][C:8]3([CH2:12][CH2:11][NH:10][C:9]3=[O:13])[CH2:7][CH2:6]2)[O:4][CH2:3][CH2:2]1.Br[C:17]1[CH:22]=[CH:21][C:20]([S:23]([CH2:26][CH3:27])(=[O:25])=[O:24])=[CH:19][CH:18]=1>>[CH2:26]([S:23]([C:20]1[CH:21]=[CH:22][C:17]([N:10]2[CH2:11][CH2:12][C:8]3([CH2:14][CH2:15][C:5]4([O:4][CH2:3][CH2:2][O:1]4)[CH2:6][CH2:7]3)[C:9]2=[O:13])=[CH:18][CH:19]=1)(=[O:24])=[O:25])[CH3:27]. Procedure details: The title compound was prepared in analogy to example 133, step 4 from 1,4-dioxa-10-aza-dispiro[4.2.4.2]tetradecan-9-one (described in example 133 step 3) and 1-bromo-4-ethylsulfonylbenzene as light yellow solid. MS (m/e): 380.153 [MH+]. Starting materials: ClC=1C2=C(N=C(N1)C1=CC(=CC=C1)Cl)CCC2 (4-chloro-2-(3-chlorophenyl)-6,7-dihydro-5H-cyclopenta[d]pyrimidine), CN(CCC1=CC=C(N)C=C1)C (4-(2-(dimethylamino)ethyl)aniline), hydrochloride salt. Product: Cl.ClC=1C=C(C=CC1)C=1N=C(C2=C(N1)CCC2)NC2=CC=C(C=C2)CCN(C)C (2-(3-Chlorophenyl)-N-(4-(2-(dimethylamino)ethyl)phenyl)-6,7-dihydro-5H-cyclopenta[d]pyrimidin-4-amine hydrochloride). Isolated yield 75.2%. Reaction SMILES: [Cl:1][C:2]1[C:3]2[CH2:17][CH2:16][CH2:15][C:4]=2[N:5]=[C:6]([C:8]2[CH:13]=[CH:12][CH:11]=[C:10]([Cl:14])[CH:9]=2)[N:7]=1.[CH3:18][N:19]([CH3:29])[CH2:20][CH2:21][C:22]1[CH:28]=[CH:27][C:25]([NH2:26])=[CH:24][CH:23]=1>>[ClH:1].[Cl:14][C:10]1[CH:9]=[C:8]([C:6]2[N:7]=[C:2]([NH:26][C:25]3[CH:24]=[CH:23][C:22]([CH2:21][CH2:20][N:19]([CH3:18])[CH3:29])=[CH:28][CH:27]=3)[C:3]3[CH2:17][CH2:16][CH2:15][C:4]=3[N:5]=2)[CH:13]=[CH:12][CH:11]=1 |f:2.3|. Procedure details: Following general procedure B1, 4-chloro-2-(3-chlorophenyl)-6,7-dihydro-5H-cyclopenta[d]pyrimidine (0.093 g, 0.35 mmol) was reacted with 4-(2-(dimethylamino)ethyl)aniline (0.069 g, 0.42 mmol), followed by formation of the hydrochloride salt to afford the title compound (0.113 g, 75%) as a light yellow solid. MW=429.39. 1H NMR (DMSO-d6, 500 MHz) δ 8.80 (s, 1H), 8.30-8.22 (m, 2H), 7.72 (d, J=8.5 Hz, 2H), 7.55-7.49 (m, 2H), 7.24 (d, J=8.5 Hz, 2H), 2.93-2.85 (m, 4H), 2.80-2.66 (m, 4H), 2.37 (s, 6H),... Starting materials: ClC1=CC=C2C(C(NC2=C1)=O)(C1=CC=C(C=C1)OC)O (rac-6-chloro-3-hydroxy-3-(4-methoxy-phenyl)-1,3-dihydro-indol-2-one), C(C)[SiH](CC)CC (triethylsilane), C([O-])([O-])=O.[Na+].[Na+] (sodium carbonate). Solvent: C(C)(=O)OCC (ethyl acetate), FC(C(=O)O)(F)F (trifluoroacetic acid). Reaction conditions: temperature 90 celsius, time 30 minute. Product: ClC1=CC=C2C(C(NC2=C1)=O)C1=CC=C(C=C1)OC (rac-6-chloro-3-(4-methoxy-phenyl)-1,3-dihydro-indol-2-one). Reaction SMILES: [Cl:1][C:2]1[CH:10]=[C:9]2[C:5]([C:6](O)([C:12]3[CH:17]=[CH:16][C:15]([O:18][CH3:19])=[CH:14][CH:13]=3)[C:7](=[O:11])[NH:8]2)=[CH:4][CH:3]=1.C([SiH](CC)CC)C.C(=O)([O-])[O-].[Na+].[Na+]>FC(F)(F)C(O)=O.C(OCC)(=O)C>[Cl:1][C:2]1[CH:10]=[C:9]2[C:5]([CH:6]([C:12]3[CH:17]=[CH:16][C:15]([O:18][CH3:19])=[CH:14][CH:13]=3)[C:7](=[O:11])[NH:8]2)=[CH:4][CH:3]=1 |f:2.3.4|. Procedure details: rac-6-Chloro-3-hydroxy-3-(4-methoxy-phenyl)-1,3-dihydro-indol-2-one (from Example 4a supra) was suspended in a mixture of triethylsilane (5 mL, 31.3 mmol) (Aldrich) and trifluoroacetic acid (12.5 mL) and heated in an 90° C. oil bath for 17 hours. After cooling to room temperature, mixture was diluted with ethyl acetate (100 mL) and treated with solid sodium carbonate (10.5 g). After stirring for 30 minutes, mixture was extracted with water (2×100 mL) and brine (100 mL). Aqueous layers were back ... Reactants: BrCCN1C(C2(N(C(C=3NC4=CC=C(C=C4C3C2)OC)C2=CC(=CC=C2)O)C1=O)C)=O ((3aSR,10RS)-2-(2-Bromoethyl)-10-(3-hydroxy-phenyl)-6-methoxy-3a-methyl-3a,4,9,10-tetrahydro-2,9,10a-triaza-cyclopenta[b]-fluorene-1,3-dione), C1(CCC1)N (cyclobutyl amine). Yields the product C1(CCC1)NCCN1C(C2(N(C(C=3NC4=CC=C(C=C4C3C2)OC)C2=CC(=CC=C2)O)C1=O)C)=O ((3aSR,10RS)-2-(2-Cyclobutylamino-ethyl)-10-(3-hydroxy-phenyl)-6-methoxy-3a-methyl-3a,4,9,10-tetrahydro-2,9,10a-triaza-cyclopenta[b]fluorene-1,3-dione). Reaction SMILES: Br[CH2:2][CH2:3][N:4]1[C:28](=[O:29])[N:7]2[CH:8]([C:21]3[CH:26]=[CH:25][CH:24]=[C:23]([OH:27])[CH:22]=3)[C:9]3[NH:10][C:11]4[C:16]([C:17]=3[CH2:18][C:6]2([CH3:30])[C:5]1=[O:31])=[CH:15][C:14]([O:19][CH3:20])=[CH:13][CH:12]=4.[CH:32]1([NH2:36])[CH2:35][CH2:34][CH2:33]1>>[CH:32]1([NH:36][CH2:2][CH2:3][N:4]2[C:28](=[O:29])[N:7]3[CH:8]([C:21]4[CH:26]=[CH:25][CH:24]=[C:23]([OH:27])[CH:22]=4)[C:9]4[NH:10][C:11]5[C:16]([C:17]=4[CH2:18][C:6]3([CH3:30])[C:5]2=[O:31])=[CH:15][C:14]([O:19][CH3:20])=[CH:13][CH:12]=5)[CH2:35][CH2:34][CH2:33]1. Procedure: The title compound is prepared similarly as described for example 30 using (3aSR,10RS)-2-(2-Bromoethyl)-10-(3-hydroxy-phenyl)-6-methoxy-3a-methyl-3a,4,9,10-tetrahydro-2,9,10a-triaza-cyclopenta[b]-fluorene-1,3-dione (example 24) and cyclobutyl amine as starting materials. MS: m/z (MH+)=475.2 Reactants: ClC1=CC(=NC2=C(C=CC(=C12)F)F)C (4-Chloro-5,8-difluoro-2-methylquinoline), [N-]=[N+]=[N-].[Na+] (sodium azide), ice water. Run in CN(C=O)C (dimethylformamide). Yields the product N(=[N+]=[N-])C1=CC(=NC2=C(C=CC(=C12)F)F)C (4-Azido-5,8-difluoro-2-methylquinoline). The yield is 64.6%. Reaction SMILES: Cl[C:2]1[C:11]2[C:6](=[C:7]([F:13])[CH:8]=[CH:9][C:10]=2[F:12])[N:5]=[C:4]([CH3:14])[CH:3]=1.[N-:15]=[N+:16]=[N-:17].[Na+]>CN(C)C=O>[N:15]([C:2]1[C:11]2[C:6](=[C:7]([F:13])[CH:8]=[CH:9][C:10]=2[F:12])[N:5]=[C:4]([CH3:14])[CH:3]=1)=[N+:16]=[N-:17] |f:1.2|. Reported procedure: 4-Chloro-5,8-difluoro-2-methylquinoline (8.18 g) in dimethylformamide (80 ml) was treated with sodium azide (3.7 g) and the mixture heated for 20 h. The mixture was cooled, poured into ice/water and extracted with dichloromethane (2×200 ml). The organic phase was washed with water, dried (Na2SO4) and solvent removed at reduced pressure. The residue was column chromatographed (silica gel (5-20% diethyl ether in pentane) to give the title compound (5.45 g) as a colourless solid. (Method C). 1H NMR... The reactants are [OH-].[K+] (potassium hydroxide), C[C@@H]1[C@H](C2=CC(=CC=C2C1)C)NC1=NC=C(C(=N1)N)C#C[Si](C)(C)C (N2-[(1R,2S)-2,6-dimethyl-2,3-dihydro-1H-inden-1-yl]-5-[(trimethylsilyl)ethynyl]pyrimidine-2,4-diamine). The solvent is CO (methanol), O (water). Reaction conditions: temperature 25 celsius, time 1 hour. The product is C[C@@H]1[C@H](C2=CC(=CC=C2C1)C)NC1=NC=C(C(=N1)N)C#C (N2-[(1R,2S)-2,6-dimethyl-2,3-dihydro-1H-inden-1-yl]-5-ethynylpyrimidine-2,4-diamine). The yield is 37.3%. Reaction SMILES: [OH-].[K+].[CH3:3][C@H:4]1[CH2:12][C:11]2[C:6](=[CH:7][C:8]([CH3:13])=[CH:9][CH:10]=2)[C@@H:5]1[NH:14][C:15]1[N:20]=[C:19]([NH2:21])[C:18]([C:22]#[C:23][Si](C)(C)C)=[CH:17][N:16]=1>CO.O>[CH3:3][C@H:4]1[CH2:12][C:11]2[C:6](=[CH:7][C:8]([CH3:13])=[CH:9][CH:10]=2)[C@@H:5]1[NH:14][C:15]1[N:20]=[C:19]([NH2:21])[C:18]([C:22]#[CH:23])=[CH:17][N:16]=1 |f:0.1|. Procedure details: 0.427 g of potassium hydroxide is added to a mixture of 0.47 g (1.34 mmol) of N2-[(1R,2S)-2,6-dimethyl-2,3-dihydro-1H-inden-1-yl]-5-[(trimethylsilyl)ethynyl]pyrimidine-2,4-diamine (Ex.: 1.98) in 3 ml of methanol and 1 ml of water, the mixture is stirred for one hour at 25° C., concentrated by evaporation and taken up in water. Then, extraction is carried out with ethyl acetate, and the organic phase is dried and concentrated by evaporation. Following purification of the crude mixture by column-c...